Dataset: the Open Reaction Database (ORD), a public repository of structured organic reaction records. Task: describe an organic reaction: reactants, conditions, products, and yield Starting materials: COc1cccc(C(Cl)(c2ccccc2)c2ccccc2)c1OC, CN(C)c1ccncc1, CO, O=c1ccn(C2OC(CO)C(O)C2F)c(=O)[nH]1, c1ccncc1. Product: COc1cccc(C(OCC2OC(n3ccc(=O)[nH]c3=O)C(F)C2O)(c2ccccc2)c2ccccc2)c1OC. RXN SMILES: [CH3:24][O:25][c:26]1[c:27]([O:46][CH3:47])[c:28]([C:29]([c:30]2[cH:31][cH:32][cH:33][cH:34][cH:35]2)([c:36]2[cH:37][cH:38][cH:39][cH:40][cH:41]2)[Cl:42])[cH:43][cH:44][cH:45]1.[CH3:48][N:49]([CH3:50])[c:51]1[cH:52][cH:53][n:54][cH:55][cH:56]1.[CH3:57][OH:58].[F:1][CH:2]1[CH:3]([n:10]2[c:11](=[O:12])[nH:13][c:14](=[O:15])[cH:16][cH:17]2)[O:4][CH:5]([CH2:8][OH:9])[CH:6]1[OH:7].[cH:18]1[cH:19][cH:20][n:21][cH:22][cH:23]1>>[F:1][CH:2]1[CH:3]([n:10]2[c:11](=[O:12])[nH:13][c:14](=[O:15])[cH:16][cH:17]2)[O:4][CH:5]([CH2:8][O:9][C:29]([c:28]2[c:27]([O:46][CH3:47])[c:26]([O:25][CH3:24])[cH:45][cH:44][cH:43]2)([c:30]2[cH:31][cH:32][cH:33][cH:34][cH:35]2)[c:36]2[cH:37][cH:38][cH:39][cH:40][cH:41]2)[CH:6]1[OH:7].